From a dataset of the Open Reaction Database (ORD), a public repository of structured organic reaction records. describe an organic reaction: reactants, conditions, products, and yield The reactants are BrB(Br)Br, CCCn1nc2c(-c3ccccc3)cccc2c1-c1ccc(OC)cc1, ClCCl. Yields the product CCCn1nc2c(-c3ccccc3)cccc2c1-c1ccc(O)cc1. RXN SMILES: [B:27]([Br:28])([Br:29])[Br:30].[CH3:1][O:2][c:3]1[cH:4][cH:5][c:6](-[c:9]2[n:10]([CH2:24][CH2:25][CH3:26])[n:11][c:12]3[c:13](-[c:18]4[cH:19][cH:20][cH:21][cH:22][cH:23]4)[cH:14][cH:15][cH:16][c:17]23)[cH:7][cH:8]1.[Cl:31][CH2:32][Cl:33]>>[OH:2][c:3]1[cH:4][cH:5][c:6](-[c:9]2[n:10]([CH2:24][CH2:25][CH3:26])[n:11][c:12]3[c:13](-[c:18]4[cH:19][cH:20][cH:21][cH:22][cH:23]4)[cH:14][cH:15][cH:16][c:17]23)[cH:7][cH:8]1. Starting materials: C(=O)C1=CC=C(C(=O)OC)C=C1 (methyl 4-formylbenzoate), solution, C1(=CC=CC=C1)[Mg]Cl (phenylmagnesium chloride), O1CCCC1 (tetrahydrofuran). Solvent: ClCCl (dichloromethane). Conditions: time 20 minute. Yields the product OC(C1=CC=C(C(=O)OC)C=C1)C1=CC=CC=C1 (methyl 4-[hydroxy(phenyl)methyl]benzoate). As a reaction SMILES: [CH:1]([C:3]1[CH:12]=[CH:11][C:6]([C:7]([O:9][CH3:10])=[O:8])=[CH:5][CH:4]=1)=[O:2].[C:13]1([Mg]Cl)[CH:18]=[CH:17][CH:16]=[CH:15][CH:14]=1.O1CCCC1>ClCCl>[OH:2][CH:1]([C:13]1[CH:18]=[CH:17][CH:16]=[CH:15][CH:14]=1)[C:3]1[CH:12]=[CH:11][C:6]([C:7]([O:9][CH3:10])=[O:8])=[CH:5][CH:4]=1. Procedure: To a solution of methyl 4-formylbenzoate (2.83 g, 17.2 mmoles) at −78° C. in 60 mL of dichloromethane is added 10 mL a 2.0 M solution of phenylmagnesium chloride in tetrahydrofuran (20.0 mmoles) over 7 minutes. After stirring for an additional 20 minutes, the reaction was quenched with methanol then with saturated aqueous ammonium chloride. The aqueous layer was acidified with 1N hydrochloric acid and the phases were separated. The organic portion was washed with saturated aqueous sodium bicarbo... Starting materials: CC1=NC=C(C(=C1O)C=O)CO.Cl (pyridoxal hydrochloride), C(=O)(OCC)C=P(C1=CC=CC=C1)(C1=CC=CC=C1)C1=CC=CC=C1 ((carbethoxymethylene)triphenylphosphorane). Solvent: C(C)O (ethanol). Conditions: time 17 hour. Yields the product Cl.OC=1C(=NC=C(C1C=CC(=O)OCC)CO)C (ethyl 3-(3-hydroxy-5-hydroxymethyl-2-methyl-4-pyridyl)acrylate hydrochloride). The yield is 23.8%. RXN SMILES: [CH3:1][C:2]1[C:7]([OH:8])=[C:6]([CH:9]=O)[C:5]([CH2:11][OH:12])=[CH:4][N:3]=1.[ClH:13].[C:14]([CH:19]=P(C1C=CC=CC=1)(C1C=CC=CC=1)C1C=CC=CC=1)([O:16][CH2:17][CH3:18])=[O:15]>C(O)C>[ClH:13].[OH:8][C:7]1[C:2]([CH3:1])=[N:3][CH:4]=[C:5]([CH2:11][OH:12])[C:6]=1[CH:9]=[CH:19][C:14]([O:16][CH2:17][CH3:18])=[O:15] |f:0.1,4.5|. Procedure: To a suspension of 10.0 g of pyridoxal hydrochloride in 400 ml of ethanol, 17.2 g of (carbethoxymethylene)triphenylphosphorane is added under cooling in an ice-water bath, and the mixture is stirred at room temperature for 17 hours. The reaction mixture is concentrated to half in volume and cooled in an ice-water bath. The precipitate is collected and washed with a small amount of cold ethanol to give 3.2 g of ethyl 3-(3-hydroxy-5-hydroxymethyl-2-methyl-4-pyridyl)acrylate hydrochloride. Reaction SMILES: [Br:1][c:2]1[cH:3][cH:4][c:5]([OH:6])[c:7](-[c:8]2[n:9][c:10]3[cH:11][cH:12][c:13](-[c:18]4[n:19][c:20]5[c:21]([n:22]4[CH:23]4[CH2:24][CH2:25][CH2:26][CH2:27][CH2:28]4)[cH:29][cH:30][c:31]([C:33](=[O:34])[OH:35])[cH:32]5)[cH:14][c:15]3[cH:16][cH:17]2)[cH:36]1.[CH3:55][CH2:56][OH:57].[Cl:37][c:38]1[cH:39][cH:40][c:41](-[c:44]2[s:45][c:46]([C:50](=[O:51])[CH3:52])[c:47]([CH3:49])[n:48]2)[cH:42][cH:43]1.[K+:54].[OH-:53]>>[c:8]1(-[c:46]2[s:45][c:44](-[c:41]3[cH:40][cH:39][c:38]([Cl:37])[cH:43][cH:42]3)[n:48][c:47]2[CH3:49])[n:9][c:10]2[cH:11][cH:12][c:13](-[c:18]3[n:19][c:20]4[c:21]([n:22]3[CH:23]3[CH2:24][CH2:25][CH2:26][CH2:27][CH2:28]3)[cH:29][cH:30][c:31]([C:33](=[O:34])[OH:35])[cH:32]4)[cH:14][c:15]2[cH:16][cH:17]1. The reactants are O=C(O)c1ccc2c(c1)nc(-c1ccc3nc(-c4cc(Br)ccc4O)ccc3c1)n2C1CCCCC1, CCO, CC(=O)c1sc(-c2ccc(Cl)cc2)nc1C, [K+], [OH-]. The product is Cc1nc(-c2ccc(Cl)cc2)sc1-c1ccc2cc(-c3nc4cc(C(=O)O)ccc4n3C3CCCCC3)ccc2n1. Reactants: FC=1C=C(C=C(C1)F)[C@@H]1CN(C2(C(N1CC(NC=1C=C3C(=NC1)CC1(C(NC4=NC=CC=C41)=O)C3)=O)=O)COCCOC2)C(=O)OC(C)(C)C ((3R)-tert-butyl 3-(3,5-difluorophenyl)-5-oxo-4-(2-oxo-2-(2′-oxo-1′,2′,5,7-tetrahydrospiro[cyclopenta[b]pyridin-6,3′-pyrrolo[2,3-b]pyridin]-3-ylamino)ethyl)-8,11-dioxa-1,4-diazaspiro[5.6]dodecane-1-carboxylate), Cl (hydrochloric acid). Reaction conditions: temperature 50 celsius, time 1 hour. The product is FC=1C=C(C=C(C1)F)[C@@H]1CNC2(C(N1CC(=O)NC=1C=C3C(=NC1)CC1(C(NC4=NC=CC=C41)=O)C3)=O)COCCOC2 (2-((R)-3-(3,5-difluorophenyl)-5-oxo-8,11-dioxa-1,4-diazaspiro[5.6]dodecan-4-yl)-N-(2′-oxo-1′,2′,5,7-tetrahydrospiro[cyclopenta[b]pyridin-6,3′-pyrrolo[2,3-b]pyridin]-3-yl)acetamide). As a reaction SMILES: [F:1][C:2]1[CH:3]=[C:4]([C@H:9]2[N:14]([CH2:15][C:16](=[O:36])[NH:17][C:18]3[CH:19]=[C:20]4[CH2:35][C:25]5([C:33]6[C:28](=[N:29][CH:30]=[CH:31][CH:32]=6)[NH:27][C:26]5=[O:34])[CH2:24][C:21]4=[N:22][CH:23]=3)[C:13](=[O:37])[C:12]3([CH2:43][O:42][CH2:41][CH2:40][O:39][CH2:38]3)[N:11](C(OC(C)(C)C)=O)[CH2:10]2)[CH:5]=[C:6]([F:8])[CH:7]=1.Cl>>[F:8][C:6]1[CH:5]=[C:4]([C@H:9]2[N:14]([CH2:15][C:16]([NH:17][C:18]3[CH:19]=[C:20]4[CH2:35][C:25]5([C:33]6[C:28](=[N:29][CH:30]=[CH:31][CH:32]=6)[NH:27][C:26]5=[O:34])[CH2:24][C:21]4=[N:22][CH:23]=3)=[O:36])[C:13](=[O:37])[C:12]3([CH2:38][O:39][CH2:40][CH2:41][O:42][CH2:43]3)[NH:11][CH2:10]2)[CH:3]=[C:2]([F:1])[CH:7]=1. Procedure: 0.18 g (0.26 mmol) (3R)-tert-butyl 3-(3,5-difluorophenyl)-5-oxo-4-(2-oxo-2-(2′-oxo-1′,2′,5,7-tetrahydrospiro[cyclopenta[b]pyridin-6,3′-pyrrolo[2,3-b]pyridin]-3-ylamino)ethyl)-8,11-dioxa-1,4-diazaspiro[5.6]dodecane-1-carboxylate were combined with 30 ml of a 1N methanolic hydrochloric acid solution and stirred for 1 h at 50° C. The reaction mixture was concentrated by rotary evaporation and purified by HPLC. The product fractions were evaporated down, neutralised with sodium hydrogen carbonate an...